Task: describe an organic reaction: reactants, conditions, products, and yield. Dataset: the Open Reaction Database (ORD), a public repository of structured organic reaction records Starting materials: [Cl-].[NH4+] (ammonium chloride), hydroxy dienone, [Li] (lithium), C[Si](N[Si](C)(C)C)(C)C (hexamethyldisilazane), C[Si](Cl)(C)C (trimethylchlorosilane), [Li] (lithium), N (ammonia), [Cl-].[NH4+] (ammonium chloride), C[Si](C)(C)O[Si](C)(C)C (trimethylsilyl ether), O[C@H]1CC(C=C2C=C[C@H]3[C@@H]4CC[C@H]([C@@H](CCCC(C)C)C)[C@]4(CC[C@@H]3[C@@]12C)C)=O (1α-Hydroxycholesta-4,6-diene-3-one), C[Si](C)(C)O[Si](C)(C)C (trimethylsilyl ether). Solvent: O1CCCC1 (tetrahydrofuran), C(Cl)Cl (methylene dichloride), CCOCC (ether), O (water), O1CCCC1 (tetrahydrofuran), N1=CC=CC=C1 (pyridine). Product: O[C@H]1C[C@@H](CC2=CC[C@H]3[C@@H]4CC[C@H]([C@@H](CCCC(C)C)C)[C@]4(CC[C@@H]3[C@@]12C)C)O (1α,3β-dihydroxycholest-5-ene). RXN SMILES: [OH:1][C@@H:2]1[C@@:26]2([CH3:27])[C:6]([CH:7]=[CH:8][C@@H:9]3[C@@H:25]2[CH2:24][CH2:23][C@@:22]2([CH3:28])[C@H:10]3[CH2:11][CH2:12][C@@H:13]2[C@H:14]([CH3:21])[CH2:15][CH2:16][CH2:17][CH:18]([CH3:20])[CH3:19])=[CH:5][C:4](=[O:29])[CH2:3]1.C[Si](O[Si](C)(C)C)(C)C.C[Si](C)(C)N[Si](C)(C)C.C[Si](C)(C)Cl.[Li].N.[Cl-].[NH4+]>O1CCCC1.C(Cl)Cl.CCOCC.O.N1C=CC=CC=1>[OH:1][C@@H:2]1[C@@:26]2([CH3:27])[C:6](=[CH:7][CH2:8][C@@H:9]3[C@@H:25]2[CH2:24][CH2:23][C@@:22]2([CH3:28])[C@H:10]3[CH2:11][CH2:12][C@@H:13]2[C@H:14]([CH3:21])[CH2:15][CH2:16][CH2:17][CH:18]([CH3:20])[CH3:19])[CH2:5][C@@H:4]([OH:29])[CH2:3]1 |f:6.7,^1:52|. Procedure details: The hydroxy dienone from (a) (0.6 gms) was converted to its trimethylsilyl ether by treatment of a solution in tetrahydrofuran (2 mls) and pyridine (2 mls) with hexamethyldisilazane (1.5 mls) and trimethylchlorosilane (0.6 mls). The crude trimethylsilyl ether was dissolved in tetrahydrofuran (10 mls) and the solution added dropwise to a stirred solution of lithium metal (approx. 200 mgs) in liquid ammonia (20 mls). After a few minutes ammonium chloride (2 gms) was added and the solution stirred.... The reactants are CC(C)(C)[O-], CS(C)=O, CC(C)(C)OC(=O)N1CC2CN(c3cncc(Cl)n3)CC2C1, OCCc1ccc(F)cc1, [K+]. The product is CC(C)(C)OC(=O)N1CC2CN(c3cncc(OCCc4ccc(F)cc4)n3)CC2C1. As a reaction SMILES: [CH3:11][C:12]([CH3:13])([O-:14])[CH3:15].[CH3:39][S:40]([CH3:41])=[O:42].[Cl:17][c:18]1[cH:19][n:20][cH:21][c:22]([N:24]2[CH2:25][CH:26]3[CH:27]([CH2:28]2)[CH2:29][N:30]([C:32](=[O:33])[O:34][C:35]([CH3:36])([CH3:37])[CH3:38])[CH2:31]3)[n:23]1.[F:1][c:2]1[cH:3][cH:4][c:5]([CH2:6][CH2:7][OH:8])[cH:9][cH:10]1.[K+:16]>>[F:1][c:2]1[cH:3][cH:4][c:5]([CH2:6][CH2:7][O:8][c:18]2[cH:19][n:20][cH:21][c:22]([N:24]3[CH2:25][CH:26]4[CH:27]([CH2:28]3)[CH2:29][N:30]([C:32](=[O:33])[O:34][C:35]([CH3:36])([CH3:37])[CH3:38])[CH2:31]4)[n:23]2)[cH:9][cH:10]1. Reactants: Cc1cc(C)c2c(C#N)c(C=CC(=O)O)n(C3CCCc4ccccc43)c2n1, O=C(Cl)C(=O)Cl, C1CCOC1, Nc1ccc(Cl)cc1, CN(C)C=O, O, c1ccncc1. Product: Cc1cc(C)c2c(C#N)c(C=CC(=O)Nc3ccc(Cl)cc3)n(C3CCCc4ccccc43)c2n1. Reaction SMILES: [C:1](#[N:2])[c:3]1[c:4]([CH:24]=[CH:25][C:26](=[O:27])[OH:28])[n:5]([CH:14]2[CH2:15][CH2:16][CH2:17][c:18]3[cH:19][cH:20][cH:21][cH:22][c:23]32)[c:6]2[n:7][c:8]([CH3:13])[cH:9][c:10]([CH3:12])[c:11]12.[C:29]([Cl:30])(=[O:31])[C:32]([Cl:33])=[O:34].[CH2:49]1[O:50][CH2:51][CH2:52][CH2:53]1.[NH2:35][c:36]1[cH:37][cH:38][c:39]([Cl:40])[cH:41][cH:42]1.[O:55]=[CH:56][N:57]([CH3:58])[CH3:59].[OH2:54].[cH:43]1[cH:44][cH:45][n:46][cH:47][cH:48]1>>[C:1](#[N:2])[c:3]1[c:4]([CH:24]=[CH:25][C:26](=[O:28])[NH:35][c:36]2[cH:37][cH:38][c:39]([Cl:40])[cH:41][cH:42]2)[n:5]([CH:14]2[CH2:15][CH2:16][CH2:17][c:18]3[cH:19][cH:20][cH:21][cH:22][c:23]32)[c:6]2[n:7][c:8]([CH3:13])[cH:9][c:10]([CH3:12])[c:11]12. Procedure: 13 g of a 30% strength methanolic sodium methylate solution is introduced into 5.0 g (24 mmol) of 2-amino-7-chloro-5,6-dimethyl-1,8-naphthyridine and 8.0 g (72 mmol) of thiophenol in 100 ml of anhydrous methanol. The mixture is boiled under reflux for 3 hours and stirred overnight at room temperature. 200 ml of water is added, the mixture is stirred for 1 hour, and the precipitated solid is filtered off, washed with a small amount of methanol and dried under reduced pressure. There is obtained 4... Run at time 8 hour. The yield is 69.6%. Run in CO (methanol). Reactants: O (water), C[O-].[Na+] (sodium methylate), NC1=NC2=NC(=C(C(=C2C=C1)C)C)Cl (2-amino-7-chloro-5,6-dimethyl-1,8-naphthyridine), C1(=CC=CC=C1)S (thiophenol). Yields the product NC1=NC2=NC(=C(C(=C2C=C1)C)C)SC1=CC=CC=C1 (2-Amino-5,6-dimethyl-7-phenylthio-1,8-naphthyridine). RXN SMILES: C[O-].[Na+].[NH2:4][C:5]1[CH:14]=[CH:13][C:12]2[C:7](=[N:8][C:9](Cl)=[C:10]([CH3:16])[C:11]=2[CH3:15])[N:6]=1.[C:18]1([SH:24])[CH:23]=[CH:22][CH:21]=[CH:20][CH:19]=1.O>CO>[NH2:4][C:5]1[CH:14]=[CH:13][C:12]2[C:7](=[N:8][C:9]([S:24][C:18]3[CH:23]=[CH:22][CH:21]=[CH:20][CH:19]=3)=[C:10]([CH3:16])[C:11]=2[CH3:15])[N:6]=1 |f:0.1|. Reactants: Brc1ccccn1, C1CCOC1, [Li]CCCC, [Cl-], [NH4+], O=Cc1cccc(C(=O)C(C(=O)c2cccc(F)c2)=C2Nc3ccccc3N2)c1. Yields the product Cl, O=C(C(C(=O)c1cccc(C(O)c2ccccn2)c1)=C1Nc2ccccc2N1)c1cccc(F)c1. As a reaction SMILES: [Br:1][c:2]1[cH:3][cH:4][cH:5][cH:6][n:7]1.[CH2:44]1[O:45][CH2:46][CH2:47][CH2:48]1.[CH2:8]([Li:9])[CH2:10][CH2:11][CH3:12].[Cl-:42].[NH4+:43].[NH:13]1[C:14](=[C:22]([C:23](=[O:24])[c:25]2[cH:26][c:27]([CH:28]=[O:29])[cH:30][cH:31][cH:32]2)[C:33](=[O:34])[c:35]2[cH:36][c:37]([F:41])[cH:38][cH:39][cH:40]2)[NH:15][c:16]2[c:17]1[cH:18][cH:19][cH:20][cH:21]2>>[ClH:42].[c:2]1([CH:28]([c:27]2[cH:26][c:25]([C:23]([C:22](=[C:14]3[NH:13][c:17]4[c:16]([cH:21][cH:20][cH:19][cH:18]4)[NH:15]3)[C:33](=[O:34])[c:35]3[cH:36][c:37]([F:41])[cH:38][cH:39][cH:40]3)=[O:24])[cH:32][cH:31][cH:30]2)[OH:29])[cH:3][cH:4][cH:5][cH:6][n:7]1. Reactants: c1ccc(CN2CCC(n3ccc4ccccc43)CC2)cc1, CC(=O)O. Product: c1ccc2c(c1)ccn2C1CCNCC1. Reaction SMILES: [CH2:1]([c:2]1[cH:3][cH:4][cH:5][cH:6][cH:7]1)[N:8]1[CH2:9][CH2:10][CH:11]([n:14]2[cH:15][cH:16][c:17]3[cH:18][cH:19][cH:20][cH:21][c:22]23)[CH2:12][CH2:13]1.[CH3:23][C:24](=[O:25])[OH:26]>>[NH:8]1[CH2:9][CH2:10][CH:11]([n:14]2[cH:15][cH:16][c:17]3[cH:18][cH:19][cH:20][cH:21][c:22]23)[CH2:12][CH2:13]1. Reactants: FC=1C(=CN(C1C=1C(=NC=CC1)F)S(=O)(=O)C1=NC=CC(=C1)C)CN(C(OC(C)(C)C)=O)C (tert-butyl ({4-fluoro-5-(2-fluoropyridin-3-yl)-1-[(4-methylpyridin-2-yl)sulfonyl]-1H-pyrrol-3-yl}methyl)methylcarbamate), C(C)(=O)OCC.Cl (hydrogen chloride-ethyl acetate). Solvent: C(C)(=O)OCC (ethyl acetate), CC(C)O (2-propanol). Run at time 1 hour. Product: Cl.FC=1C(=CN(C1C=1C(=NC=CC1)F)S(=O)(=O)C1=NC=CC(=C1)C)CNC (1-{4-Fluoro-5-(2-fluoropyridin-3-yl)-1-[(4-methylpyridin-2-yl) sulfonyl]-1H-pyrrol-3-yl}-N-methylmethanamine hydrochloride). Isolated yield 66.0%. RXN SMILES: [F:1][C:2]1[C:3]([CH2:24][N:25](C)[C:26](=O)OC(C)(C)C)=[CH:4][N:5]([S:14]([C:17]2[CH:22]=[C:21]([CH3:23])[CH:20]=[CH:19][N:18]=2)(=[O:16])=[O:15])[C:6]=1[C:7]1[C:8]([F:13])=[N:9][CH:10]=[CH:11][CH:12]=1.C(OCC)(=O)C.[ClH:40]>C(OCC)(=O)C.CC(O)C>[ClH:40].[F:1][C:2]1[C:3]([CH2:24][NH:25][CH3:26])=[CH:4][N:5]([S:14]([C:17]2[CH:22]=[C:21]([CH3:23])[CH:20]=[CH:19][N:18]=2)(=[O:16])=[O:15])[C:6]=1[C:7]1[C:8]([F:13])=[N:9][CH:10]=[CH:11][CH:12]=1 |f:1.2,5.6|. Procedure details: To a solution of tert-butyl ({4-fluoro-5-(2-fluoropyridin-3-yl)-1-[(4-methylpyridin-2-yl)sulfonyl]-1H-pyrrol-3-yl}methyl)methylcarbamate (333 mg) in ethyl acetate (2 mL) and 2-propanol (1 mL) was added 4 mol/L hydrogen chloride-ethyl acetate solution (3 mL), and the mixture was stirred at room temperature for 1 hr. The reaction mixture was concentrated under reduced pressure, and the residue was recrystallized from ethyl acetate-ethanol to give the title compound as a white solid (yield 191 mg, ... Reactants: C(C)(C)C1=NN=C2N1N=C(C=C2)C=C (3-isopropyl-6-vinyl-[1,2,4]triazolo[4,3-b]pyridazine), I(=O)(=O)(=O)[O-].[Na+] (sodium periodate). The reagents and catalysts are [Os](=O)(=O)(=O)=O (osmium tetroxide). The solvent is O1CCOCC1 (1,4-dioxane), O (water), O1CCOCC1 (1,4-dioxane). Reaction conditions: time 1 hour. The product is C(C)(C)C1=NN=C2N1N=C(C=C2)C=O (3-Isopropyl-[1,2,4]triazolo[4,3-b]pyridazine-6-carbaldehyde). Isolated yield 69.5%. As a reaction SMILES: [CH:1]([C:4]1[N:8]2[N:9]=[C:10]([CH:13]=C)[CH:11]=[CH:12][C:7]2=[N:6][N:5]=1)([CH3:3])[CH3:2].I([O-])(=O)(=O)=[O:16].[Na+]>O1CCOCC1.O.[Os](=O)(=O)(=O)=O>[CH:1]([C:4]1[N:8]2[N:9]=[C:10]([CH:13]=[O:16])[CH:11]=[CH:12][C:7]2=[N:6][N:5]=1)([CH3:3])[CH3:2] |f:1.2|. Procedure details: The 3-isopropyl-6-vinyl-[1,2,4]triazolo[4,3-b]pyridazine (3.28 g, 17.4 mmol, Preparation #1) in 1,4-dioxane (75 mL) and water (15 mL) was treated with osmium tetroxide (3.5 mL, 0.28 mmol, 2.5 wt % in 2-methyl 1-propanol) and then sodium periodate (7.45 g, 34.9 mmol) was added. The mixture was stirred at ambient temperature for about 1 h and then diluted with 1,4-dioxane (50 mL) and filtered through Celite®. The filter cake was washed with 1,4-dioxane then EtOAc. The filtrate was concentrated und...